Dataset: the Open Reaction Database (ORD), a public repository of structured organic reaction records. Task: describe an organic reaction: reactants, conditions, products, and yield RXN SMILES: [C:1]([Si:5]([CH:14]([CH3:16])[CH3:15])([CH:11]([CH3:13])[CH3:12])[N:6]1[CH:10]=[CH:9][CH:8]=[CH:7]1)([CH3:4])([CH3:3])[CH3:2].[Br:17]N1C(=O)CCC1=O>C1COCC1.C(Cl)(Cl)(Cl)Cl>[C:1]([Si:5]([CH:14]([CH3:16])[CH3:15])([CH:11]([CH3:12])[CH3:13])[N:6]1[CH:7]=[CH:8][C:9]([Br:17])=[CH:10]1)([CH3:4])([CH3:3])[CH3:2]. Procedure details: A solution of 1-(tert-butyldiisopropylsilyl)-1H-pyrrole (1.0 g, 4.48 mmol) in THF was added N-bromosuccinimide at −78° C. The reaction mixture was slowly warmed to RT and stirred for 24 hours. The reaction mixture was concentrated to obtain dark black residue, which was suspended in CCl4 (100 mL) and stirred for 15 min and filtered. The filtrate was concentrated to obtain 1-(tert-butyldiisopropylsilyl)-3-bromo-1H-pyrrole as oily liquid (1.0 g). Solvent: C(Cl)(Cl)(Cl)Cl (CCl4), C1CCOC1 (THF). The product is C(C)(C)(C)[Si](N1C=C(C=C1)Br)(C(C)C)C(C)C (1-(tert-butyldiisopropylsilyl)-3-bromo-1H-pyrrole). Reaction conditions: time 24 hour. The reactants are C(C)(C)(C)[Si](N1C=CC=C1)(C(C)C)C(C)C (1-(tert-butyldiisopropylsilyl)-1H-pyrrole), BrN1C(CCC1=O)=O (N-bromosuccinimide). Starting materials: C(#N)C=1C=C(C=CC1)C=1N=C2SC=CN2C1C(C)=O (1-[6-(3-cyanophenyl)imidazo [2,1-b][1,3]thiazol-5-yl]ethanone). The solvent is COC(N(C)C)OC (dimethylformamide dimethylacetal). The product is CN(C=CC(=O)C1=C(N=C2SC=CN21)C2=CC(=CC=C2)C#N)C (3-(dimethylamino)-1-[6-(3-cyanophenyl)imidazo[2,1-b][1,3]thiazol-5-yl]prop-2-en-1-one). As a reaction SMILES: [C:1]([C:3]1[CH:4]=[C:5]([C:9]2[N:10]=[C:11]3[N:15]([C:16]=2[C:17](=[O:19])[CH3:18])[CH:14]=[CH:13][S:12]3)[CH:6]=[CH:7][CH:8]=1)#[N:2]>COC(OC)N(C)C>[CH3:14][N:15]([CH3:16])[CH:11]=[CH:18][C:17]([C:16]1[N:15]2[C:11]([S:12][CH:13]=[CH:14]2)=[N:10][C:9]=1[C:5]1[CH:6]=[CH:7][CH:8]=[C:3]([C:1]#[N:2])[CH:4]=1)=[O:19]. Reported procedure: A 100 mL round bottom flask was charged with the 1-[6-(3-cyanophenyl)imidazo [2,1-b][1,3]thiazol-5-yl]ethanone (4.30 g, 16.1 mmol) and dimethylformamide dimethylacetal (40 mL). The mixture was refluxed for 6 hours and then concentrated in vacuo to provide a dark solid. LCMS: 323 [M+H]; purity: 90% by UV at 254 nm. This crude was used for next step reaction without further purification. Reactants: BrC=1C=CC2=C(C(=NCC(=N2)NN)C2=NC=CC=C2)C1 (7-bromo-2-hydrazino-5-(2-pyridyl)-3H-1,4-benzodiazepine), C(C)C(C([O-])([O-])[O-])(CC)CC (triethylorthoacetate), C1(=CC=C(C=C1)S(=O)(=O)O)C (p-toluenesulfonic acid). Run in C(C)O (ethanol). Yields the product BrC=1C=CC2=C(C(=NCC=3N2C(=NN3)C)C3=NC=CC=C3)C1 (8-bromo-1-methyl-6-(2-pyridyl)-4H-s-triazolo[4,3-a][1,4]-benzodiazepine). Reaction SMILES: [Br:1][C:2]1[CH:3]=[CH:4][C:5]2[N:11]=[C:10]([NH:12][NH2:13])[CH2:9][N:8]=[C:7]([C:14]3[CH:19]=[CH:18][CH:17]=[CH:16][N:15]=3)[C:6]=2[CH:20]=1.[CH2:21](C(CC)(CC)C([O-])([O-])[O-])[CH3:22].C1(C)C=CC(S(O)(=O)=O)=CC=1>C(O)C>[Br:1][C:2]1[CH:3]=[CH:4][C:5]2[N:11]3[C:21]([CH3:22])=[N:13][N:12]=[C:10]3[CH2:9][N:8]=[C:7]([C:14]3[CH:19]=[CH:18][CH:17]=[CH:16][N:15]=3)[C:6]=2[CH:20]=1. Reported procedure: A mixture of 2.9 g. of 7-bromo-2-hydrazino-5-(2-pyridyl)-3H-1,4-benzodiazepine, 50 ml. of ethanol, 2 ml. of triethylorthoacetate and 0.2 g. of p-toluenesulfonic acid was refluxed for 20 minutes. The solvent was evaporated under reduced pressure and the residue was partitioned between methylene chloride and aqueous sodium carbonate solution. The organic phase was dried and evaporated. Crystallization from methylene chloride/hexane yielded 8-bromo-1-methyl-6-(2-pyridyl)-4H-s-triazolo[4,3-a][1,4]-b... Reactants: C(C)(=O)OCC (ethyl acetate), C1(=CC=CC=C1)NN=C[C@H](O)[C@@H](O)[C@@H](O)C (5-deoxy-L-arabinose phenylhydrazone), C(C)(=O)OC(C)=O (acetic anhydride). The reagents and catalysts are CN(C1=CC=NC=C1)C (4-dimethylaminopyridine). The solvent is O (water). Reaction conditions: time 30 minute. Yields the product C1(=CC=CC=C1)NN=C[C@H](O)[C@@H](O)[C@@H](O)C(OC(C)=O)(OC(C)=O)OC(C)=O (triacetoxy-5-deoxy-L-arabinose phenylhydrazone). Reaction SMILES: [C:1]([O:4]CC)(=[O:3])[CH3:2].[C:7]1([NH:13][N:14]=[CH:15][C@@H:16]([C@H:18]([C@H:20]([CH3:22])[OH:21])[OH:19])[OH:17])[CH:12]=[CH:11][CH:10]=[CH:9][CH:8]=1.C([O:26][C:27](=[O:29])[CH3:28])(=O)C>CN(C)C1C=CN=CC=1.O>[C:7]1([NH:13][N:14]=[CH:15][C@@H:16]([C@H:18]([C@H:20]([C:22]([O:4][C:1](=[O:3])[CH3:2])([O:26][C:27](=[O:29])[CH3:28])[O:4][C:1](=[O:3])[CH3:2])[OH:21])[OH:19])[OH:17])[CH:8]=[CH:9][CH:10]=[CH:11][CH:12]=1. Reported procedure: To the ethyl acetate solution of 5-deoxy-L-arabinose phenylhydrazone obtained in the step (3) of the preceding example, 9.0 g (0.074 mol) of 4-dimethylaminopyridine (DMAP) was added and dissolved therein. Then 120.82 g (1.183 mol) of acetic anhydride was added by dripping to the solution at an ambient temperature of 10° C. After stirring overnight at the same ambient temperature, 250 me of water was added to the solution, which was then stirred for 30 minutes. After allowing the solution to stan...